From a dataset of the Open Reaction Database (ORD), a public repository of structured organic reaction records. describe an organic reaction: reactants, conditions, products, and yield The reactants are COCC(C)N (1-methoxy-2-propylamine), ClC1=NC=NC(=N1)C1=NC(=NC=C1)Cl (2-chloro-4-(2-chloro-4-pyrimidinyl)-1,3,5-triazine), ClC1=NC=NC(=N1)C1=NC(=NC=C1)Cl (2-chloro-4-(2-chloro-4-pyrimidinyl)-1,3,5-triazine), ClC=1C=C(N)C=CC1 (3-chloroaniline). Solvent: O1CCCC1 (tetrahydrofuran). Run at time 3 hour. Product: ClC=1C=C(C=CC1)NC1=NC=NC(=N1)C1=NC(=NC=C1)NC(COC)C (N-(3-chlorophenyl)-4-[2-[(2-methoxy-1-methylethyl)amino]-4-pyrimidinyl]-1,3,5-triazin-2-amine). RXN SMILES: Cl[C:2]1[N:7]=[C:6]([C:8]2[CH:13]=[CH:12][N:11]=[C:10](Cl)[N:9]=2)[N:5]=[CH:4][N:3]=1.[Cl:15][C:16]1[CH:17]=[C:18]([CH:20]=[CH:21][CH:22]=1)[NH2:19].[CH3:23][O:24][CH2:25][CH:26]([NH2:28])[CH3:27]>O1CCCC1>[Cl:15][C:16]1[CH:17]=[C:18]([NH:19][C:2]2[N:7]=[C:6]([C:8]3[CH:13]=[CH:12][N:11]=[C:10]([NH:28][CH:26]([CH3:27])[CH2:25][O:24][CH3:23])[N:9]=3)[N:5]=[CH:4][N:3]=2)[CH:20]=[CH:21][CH:22]=1. Procedure: To a solution of 2-chloro-4-(2-chloro-4-pyrimidinyl)-1,3,5-triazine (i.e., the product of Step B) (25 mg, 0.11 mmol) in tetrahydrofuran (1.0 mL) was added 3-chloroaniline (0.1 mL). The resulting mixture was stirred at room temperature for 3 h to generate a yellow suspension. To this suspension was added 1-methoxy-2-propylamine (0.2 mL), and the resulting mixture was refluxed for 5 h. The solution was concentrated and purified using column chromatography on silica gel eluted with 70% ethyl acetat...